This data is from the Open Reaction Database (ORD), a public repository of structured organic reaction records. The task is: describe an organic reaction: reactants, conditions, products, and yield Reactants: [Al+3], C1CCOC1, C[Si](C)(C)[N-][Si](C)(C)C, CCOCC, O=Cc1cc(Cl)cc2ccccc12, [H-], [H-], [H-], [H-], [Li+], [Li+]. Yields the product NCc1cc(Cl)cc2ccccc12. As a reaction SMILES: [Al+3:25].[CH2:30]1[O:31][CH2:32][CH2:33][CH2:34]1.[CH3:14][Si:15]([N-:18][Si:16]([CH3:17])([CH3:19])[CH3:20])([CH3:21])[CH3:22].[CH3:35][CH2:36][O:37][CH2:38][CH3:39].[Cl:1][c:2]1[cH:3][c:4]([CH:12]=[O:13])[c:5]2[cH:6][cH:7][cH:8][cH:9][c:10]2[cH:11]1.[H-:24].[H-:27].[H-:28].[H-:29].[Li+:23].[Li+:26]>>[Cl:1][c:2]1[cH:3][c:4]([CH2:12][NH2:18])[c:5]2[cH:6][cH:7][cH:8][cH:9][c:10]2[cH:11]1. The reactants are N1N=NC=C1 (1,2,3-triazole), FC=1C=C(C=CC1F)C1=NOC(C1)CN1N=NC=C1 ((5RS)-3-(3,4-difluorophenyl)-5-(1,2,3-triazol-1-yl-methyl)-4,5-dihydroisoxazole), [H-].[Na+] (sodium hydride). The solvent is CN(C=O)C (N,N-dimethylformamide), CN(C=O)C (N,N-dimethylformamide), CN(C=O)C (N,N-dimethylformamide). Run at time 16 hour. Product: FC=1C=C(C=CC1N1N=NC=C1)C1=NOC(C1)CN1N=NC=C1 ((5RS)-3-(3-Fluoro-4-(1,2,3-triazol-1-yl)phenyl)-5-(1,2,3-triazol-1-yl-methyl)-4,5-dihydroisoxazole). Isolated yield 3.8%. RXN SMILES: [H-].[Na+].[NH:3]1[CH:7]=[CH:6][N:5]=[N:4]1.[F:8][C:9]1[CH:10]=[C:11]([C:16]2[CH2:20][CH:19]([CH2:21][N:22]3[CH:26]=[CH:25][N:24]=[N:23]3)[O:18][N:17]=2)[CH:12]=[CH:13][C:14]=1F>CN(C)C=O>[F:8][C:9]1[CH:10]=[C:11]([C:16]2[CH2:20][CH:19]([CH2:21][N:22]3[CH:26]=[CH:25][N:24]=[N:23]3)[O:18][N:17]=2)[CH:12]=[CH:13][C:14]=1[N:3]1[CH:7]=[CH:6][N:5]=[N:4]1 |f:0.1|. Procedure: A slurry of sodium hydride (60% in oil, 44 mg, 1.1 mM) in anhydrous N,N-dimethylformamide (1 ml) was stirred under an atmosphere of nitrogen and treated dropwise with a solution of 1,2,3-triazole (76 mg, 1.1 mM) in anhydrous N,N-dimethylformamide (1 ml) at 0°. The mixture was allowed to warm to ambient temperature over 20 minutes, then a solution of (5RS)-3-(3,4-difluorophenyl)-5-(1,2,3-triazol-1-yl-methyl)-4,5-dihydroisoxazole (264 mg, 1 mM) in anhydrous N,N-dimethylformamide (2 ml) added, and ... The product is O=CNc1nc(C(=NOCc2ccon2)C(=O)O)cs1. RXN SMILES: [C:23](=[O:24])([OH:25])[O-:26].[CH:1](=[O:2])[NH:3][c:4]1[s:5][cH:6][c:7]([C:9]([C:10](=[O:11])[OH:12])=[O:13])[n:8]1.[ClH:14].[Na+:27].[OH2:28].[o:15]1[n:16][c:17]([CH2:20][O:21][NH2:22])[cH:18][cH:19]1>>[CH:1](=[O:2])[NH:3][c:4]1[s:5][cH:6][c:7]([C:9]([C:10](=[O:11])[OH:12])=[N:22][O:21][CH2:20][c:17]2[n:16][o:15][cH:19][cH:18]2)[n:8]1. Starting materials: O=C([O-])O, O=CNc1nc(C(=O)C(=O)O)cs1, Cl, [Na+], O, NOCc1ccon1. Starting materials: C[Li] (CH3Li), C(C1=CC=CC=C1)O[C@H]1CC[C@H](CC1)C(=O)N(C)OC (Cis-4-(benzyloxy)-N-methoxy-N-methylcyclohexanecarboxamide), Cl (HCl). The solvent is C1CCOC1 (THF). Reaction conditions: temperature -70 celsius, time 1 hour. The product is C(C1=CC=CC=C1)O[C@H]1CC[C@H](CC1)C(C)=O (1-(cis-4-(benzyloxy)cyclohexyl)ethanone). The yield is 65.9%. RXN SMILES: [CH2:1]([O:8][C@@H:9]1[CH2:14][CH2:13][C@H:12]([C:15](N(OC)C)=[O:16])[CH2:11][CH2:10]1)[C:2]1[CH:7]=[CH:6][CH:5]=[CH:4][CH:3]=1.[CH3:21][Li].Cl>C1COCC1>[CH2:1]([O:8][C@@H:9]1[CH2:10][CH2:11][C@H:12]([C:15](=[O:16])[CH3:21])[CH2:13][CH2:14]1)[C:2]1[CH:3]=[CH:4][CH:5]=[CH:6][CH:7]=1. Reported procedure: Cis-4-(benzyloxy)-N-methoxy-N-methylcyclohexanecarboxamide (1.3 g, 4.7 mmol) was dissolved in THF (10 mL). CH3Li (3.0 M solution in diethoxymethane, 8.0 mL, 14.1 mmol, 3.0 eq.) was added to the solution dropwise at −70° C. The mixture was stirred at −70° C. under nitrogen atmosphere for 1 h. then 1 M HCl solution was added to the mixture until pH=6. The mixture was extracted with ethyl acetate and the organic layer was concentrated and purified by silica gel column chromatography using petroleum... The reactants are CO, Cl, CC(C)(C)OC(=O)N1CCC(c2ccc(F)cc2)C(C=Cc2ccc3ccccc3c2)C1. Product: Fc1ccc(C2CCNCC2C=Cc2ccc3ccccc3c2)cc1. As a reaction SMILES: [CH3:34][OH:35].[ClH:1].[F:2][c:3]1[cH:4][cH:5][c:6]([CH:9]2[CH:10]([CH:22]=[CH:23][c:24]3[cH:25][c:26]4[cH:27][cH:28][cH:29][cH:30][c:31]4[cH:32][cH:33]3)[CH2:11][N:12]([C:15]([O:16][C:17]([CH3:18])([CH3:19])[CH3:20])=[O:21])[CH2:13][CH2:14]2)[cH:7][cH:8]1>>[F:2][c:3]1[cH:4][cH:5][c:6]([CH:9]2[CH:10]([CH:22]=[CH:23][c:24]3[cH:25][c:26]4[cH:27][cH:28][cH:29][cH:30][c:31]4[cH:32][cH:33]3)[CH2:11][NH:12][CH2:13][CH2:14]2)[cH:7][cH:8]1. The reactants are CS(=O)(=O)Cl, CS(=O)(=O)c1ccc(C2OC(=O)NC2CO)cc1, Cl, c1ccncc1. Product: CS(=O)(=O)OCC1NC(=O)OC1c1ccc(S(C)(=O)=O)cc1. Reaction SMILES: [CH3:19][S:20]([Cl:21])(=[O:22])=[O:23].[CH3:1][S:2](=[O:3])(=[O:4])[c:5]1[cH:6][cH:7][c:8]([CH:11]2[CH:12]([CH2:17][OH:18])[NH:13][C:14](=[O:16])[O:15]2)[cH:9][cH:10]1.[ClH:30].[cH:24]1[cH:25][cH:26][n:27][cH:28][cH:29]1>>[CH3:1][S:2](=[O:3])(=[O:4])[c:5]1[cH:6][cH:7][c:8]([CH:11]2[CH:12]([CH2:17][O:18][S:20]([CH3:19])(=[O:22])=[O:23])[NH:13][C:14](=[O:16])[O:15]2)[cH:9][cH:10]1. The reactants are C(C(=O)C)(=O)OCC (ethyl pyruvate), B(F)(F)F.CCOCC (boron trifluoride-etherate), C1C(=CC2=CC=CC=C12)CCO (Indene-2-ethanol). Run in C1=CC=CC=C1 (benzene). Product: CC1(OCCC=2C1=C1CC=CC=C1C2)C(=O)O (1-Methyl-1,3,4,9-tetrahydroindeno[1,2-c]pyran-1-carboxylic acid). RXN SMILES: [CH2:1]1[C:9]2[C:4](=[CH:5][CH:6]=[CH:7][CH:8]=2)[CH:3]=[C:2]1[CH2:10][CH2:11][OH:12].[C:13]([O:18]CC)(=[O:17])[C:14]([CH3:16])=O.B(F)(F)F.CCOCC>C1C=CC=CC=1>[CH3:16][C:14]1([C:13]([OH:18])=[O:17])[C:1]2=[C:9]3[C:4]([CH:3]=[C:2]2[CH2:10][CH2:11][O:12]1)=[CH:5][CH:6]=[CH:7][CH2:8]3 |f:2.3|. Procedure details: Indene-2-ethanol (3.5 g) described in Examples 474 and 476, is treated with ethyl pyruvate (4 g) and boron trifluoride-etherate (2 ml) in benzene (50 ml) according to the procedure of Example 2 to yield the title compound, m.p. 171°-173° C., νmaxnujol 1720 cm-1.